This data is from the Open Reaction Database (ORD), a public repository of structured organic reaction records. The task is: describe an organic reaction: reactants, conditions, products, and yield The reactants are C1=CCCCC1, CCO, Cc1cc([N+](=O)[O-])ccc1NC(=O)c1ccccc1F, O. The product is Cc1cc(N)ccc1NC(=O)c1ccccc1F. As a reaction SMILES: [CH2:21]1[CH2:22][CH:23]=[CH:24][CH2:25][CH2:26]1.[CH3:27][CH2:28][OH:29].[F:1][c:2]1[c:3]([C:4](=[O:5])[NH:6][c:7]2[c:8]([CH3:16])[cH:9][c:10]([N+:13]([O-:14])=[O:15])[cH:11][cH:12]2)[cH:17][cH:18][cH:19][cH:20]1.[OH2:30]>>[F:1][c:2]1[c:3]([C:4](=[O:5])[NH:6][c:7]2[c:8]([CH3:16])[cH:9][c:10]([NH2:13])[cH:11][cH:12]2)[cH:17][cH:18][cH:19][cH:20]1. Reactants: BrCC(=O)C1CC1 (2-bromo-1-cyclopropylethanone), IC=1C=CC(=NC1)N (5-iodopyridin-2-amine). Run in CCO (EtOH). Product: C1(CC1)C=1N=C2N(C=C(C=C2)I)C1 (2-Cyclopropyl-6-iodoimidazo[1,2-a]pyridine). Yield: 22.8%. Reaction SMILES: Br[CH2:2][C:3]([CH:5]1[CH2:7][CH2:6]1)=O.[I:8][C:9]1[CH:10]=[CH:11][C:12]([NH2:15])=[N:13][CH:14]=1>CCO>[CH:5]1([C:3]2[N:15]=[C:12]3[CH:11]=[CH:10][C:9]([I:8])=[CH:14][N:13]3[CH:2]=2)[CH2:7][CH2:6]1. Procedure details: A mixture of 2-bromo-1-cyclopropylethanone (18.0 g), 5-iodopyridin-2-amine (5.2 g) and EtOH (100 ml) was heated at reflux for 16 h. The reaction mixture was then cooled to room temperature, and concentrated in vacuo. The resulting residue was diluted with DCM (200 ml), and washed with water (100 ml) and brine (100 ml). The DCM layer was dried over Na2SO4 and concentrated in vacuo. The crude product thus obtained was purified by silica gel column chromatography (hexane/EtOAc) to give the title co... Reported procedure: This compound is prepared from 2-(6-carbethoxy-5,5-dimethylhexyl)cyclopentan-1-one and acetic anhydride by the process described in Example 13. Reaction SMILES: [C:1]([CH2:6][C:7]([CH3:19])([CH3:18])[CH2:8][CH2:9][CH2:10][CH2:11][CH:12]1[CH2:16][CH2:15][CH2:14][C:13]1=[O:17])([O:3][CH2:4][CH3:5])=[O:2].[C:20](OC(=O)C)(=[O:22])[CH3:21]>>[C:20]([O:17][C:13]1[CH2:14][CH2:15][CH2:16][C:12]=1[CH2:11][CH2:10][CH2:9][CH2:8][C:7]([CH3:18])([CH3:19])[CH2:6][C:1]([O:3][CH2:4][CH3:5])=[O:2])(=[O:22])[CH3:21]. Reactants: C(=O)(OCC)CC(CCCCC1C(CCC1)=O)(C)C (2-(6-carbethoxy-5,5-dimethylhexyl)cyclopentan-1-one), C(C)(=O)OC(C)=O (acetic anhydride). Yields the product C(C)(=O)OC1=C(CCC1)CCCCC(CC(=O)OCC)(C)C (1-acetoxy-2-(6-carbethoxy-5,5-dimethylhexyl)cyclopent-1-ene).